From a dataset of the Open Reaction Database (ORD), a public repository of structured organic reaction records. describe an organic reaction: reactants, conditions, products, and yield Reactants: NC=1SC(=CC1C(=O)N)C1=C(C=C(C=C1F)C(C)(C)O)F (2-amino-5-[2,6-difluoro-4-(1-hydroxy-1-methylethyl)phenyl]thiophene-3-carboxamide), ClC1=CC=C(C(=N1)C)C1=NNC(O1)=O (5-(6-chloro-2-methylpyridin-3-yl)-1,3,4-oxadiazol-2(3H)-one). Product: FC1=C(C(=CC(=C1)C(C)(C)O)F)C1=CC(=C(S1)NC1=NC(=C(C=C1)C=1OC(NN1)=O)C)C(=O)N (5-[2,6-Difluoro-4-(1-hydroxy-1-methylethyl)phenyl]-2-{[6-methyl-5-(5-oxo-4,5-dihydro-1,3,4-oxadiazol-2-yl)pyridin-2-yl]amino}thiophene-3-carboxamide). As a reaction SMILES: [NH2:1][C:2]1[S:3][C:4]([C:10]2[C:15]([F:16])=[CH:14][C:13]([C:17]([OH:20])([CH3:19])[CH3:18])=[CH:12][C:11]=2[F:21])=[CH:5][C:6]=1[C:7]([NH2:9])=[O:8].Cl[C:23]1[N:28]=[C:27]([CH3:29])[C:26]([C:30]2[O:34][C:33](=[O:35])[NH:32][N:31]=2)=[CH:25][CH:24]=1>>[F:16][C:15]1[CH:14]=[C:13]([C:17]([OH:20])([CH3:18])[CH3:19])[CH:12]=[C:11]([F:21])[C:10]=1[C:4]1[S:3][C:2]([NH:1][C:23]2[CH:24]=[CH:25][C:26]([C:30]3[O:34][C:33](=[O:35])[NH:32][N:31]=3)=[C:27]([CH3:29])[N:28]=2)=[C:6]([C:7]([NH2:9])=[O:8])[CH:5]=1. Procedure: The title compound was prepared as described in Example 1 using 2-amino-5-[2,6-difluoro-4-(1-hydroxy-1-methylethyl)phenyl]thiophene-3-carboxamide (150 mg, 0.48 mmol) and 5-(6-chloro-2-methylpyridin-3-yl)-1,3,4-oxadiazol-2(3H)-one (101 mg, 0.48 mmol) as starting materials.